This data is from the Open Reaction Database (ORD), a public repository of structured organic reaction records. The task is: describe an organic reaction: reactants, conditions, products, and yield Starting materials: Brc1ccc(Br)nc1, CS(C)=O, [H-], OC1CCNCC1, [Na+]. Product: Brc1ccc(OC2CCNCC2)nc1. RXN SMILES: [Br:10][c:11]1[n:12][cH:13][c:14]([Br:17])[cH:15][cH:16]1.[CH3:18][S:19]([CH3:20])=[O:21].[H-:1].[NH:3]1[CH2:4][CH2:5][CH:6]([OH:9])[CH2:7][CH2:8]1.[Na+:2]>>[NH:3]1[CH2:4][CH2:5][CH:6]([O:9][c:11]2[n:12][cH:13][c:14]([Br:17])[cH:15][cH:16]2)[CH2:7][CH2:8]1. Product: CCOC(=O)c1cc(C)cc(N2CCC(NC(=O)c3nc(Cl)c(CC)[nH]3)C(OC)C2)c1. Reactants: CCc1[nH]c(C(=O)O)nc1Cl, ClCCl, CCOC(=O)c1cc(C)cc(N2CCC(N)C(OC)C2)c1, On1nnc2ccccc21. RXN SMILES: [Cl:22][c:23]1[n:24][c:25]([C:30](=[O:31])[OH:32])[nH:26][c:27]1[CH2:28][CH3:29].[Cl:43][CH2:44][Cl:45].[NH2:1][CH:2]1[CH:3]([O:20][CH3:21])[CH2:4][N:5]([c:8]2[cH:9][c:10]([C:11](=[O:12])[O:13][CH2:14][CH3:15])[cH:16][c:17]([CH3:19])[cH:18]2)[CH2:6][CH2:7]1.[OH:33][n:34]1[c:35]2[c:36]([cH:37][cH:38][cH:39][cH:40]2)[n:41][n:42]1>>[NH:1]([CH:2]1[CH:3]([O:20][CH3:21])[CH2:4][N:5]([c:8]2[cH:9][c:10]([C:11](=[O:12])[O:13][CH2:14][CH3:15])[cH:16][c:17]([CH3:19])[cH:18]2)[CH2:6][CH2:7]1)[C:30]([c:25]1[n:24][c:23]([Cl:22])[c:27]([CH2:28][CH3:29])[nH:26]1)=[O:31]. Reactants: NC=1C(=NC=CC1)O (3-aminopyridin-2-ol), C(C)OC=1C(C(C1OCC)=O)=O (3,4-diethoxycyclobut-3-ene-1,2-dione). Run in C(C)O (ethanol), C(C)O (Ethanol). Conditions: time 16 hour. The product is C(C)OC=1C(C(C1NC=1C(=NC=CC1)O)=O)=O (3-ethoxy-4-(2-hydroxypyridin-3-ylamino)cyclobut-3-ene-1,2-dione). Isolated yield 89.8%. RXN SMILES: [NH2:1][C:2]1[C:3]([OH:8])=[N:4][CH:5]=[CH:6][CH:7]=1.[CH2:9]([O:11][C:12]1[C:13](=O)[C:14](=[O:19])[C:15]=1[O:16]CC)[CH3:10]>C(O)C>[CH2:9]([O:11][C:12]1[C:15](=[O:16])[C:14](=[O:19])[C:13]=1[NH:1][C:2]1[C:3]([OH:8])=[N:4][CH:5]=[CH:6][CH:7]=1)[CH3:10]. Procedure: A mixture of 1.82 g (16.5 mmol, 1 eq) of 3-aminopyridin-2-ol and 3.6 ml (24.8 mmol, 1.5 eq) of 3,4-diethoxycyclobut-3-ene-1,2-dione (3.6 ml, 24.8 mmol) in solution in 87 ml of ethanol was stirred at ambient temperature for 16 hours and then heated at 50° C. for 3 days with formation of a precipitate. Ethanol was added in order to promote the fall of the precipitate, which was filtered off, washed with diethyl ether and dried under vacuum at 45° C. 3.47 g of 3-ethoxy-4-(2-hydroxypyridin-3-ylamino...